This data is from the Open Reaction Database (ORD), a public repository of structured organic reaction records. The task is: describe an organic reaction: reactants, conditions, products, and yield Starting materials: O=C1[C@H](CN(C2=C(N1CC(=O)O)C=CC=C2)C(COC)=O)NC(C2=CC(=C(C(=C2)C)O)C)=O ((3S)-2-Oxo-3-(3,5-dimethyl-4-hydroxybenzoyl)amino-5-methoxyacetyl-2,3,4,5-tetrahydro-1H-1,5-benzodiazepine-1-acetic acid), O=C1[C@H](CN(C2=C(N1CC(=O)N[C@@H]1C(OC(C1)=O)OCC1=CC=CC=C1)C=CC=C2)C(COC)=O)NC(C2=CC(=C(C(=C2)Cl)O)Cl)=O ((3S)-2-Oxo-3-(3,5-dichloro-4-hydroxybenzoyl)amino-5-methoxyacetyl-N-[(2RS,3S)-benzyloxy-5-oxo-tetrahydrofuran-3-yl]-2,3,4,5-tetrahydro-1H-1,5-benzodiazepine-1-acetamide), O=C1[C@H](CN(C2=C(N1CC(=O)O)C=CC=C2)C(COC)=O)NC(C2=CC(=C(C(=C2)Cl)O)Cl)=O ((3S)-2-Oxo-3-(3,5-dichloro-4-hydroxybenzoyl)amino-5-methoxyacetyl-2,3,4,5-tetrahydro-1H-1,5-benzodiazepine-1-acetic acid). The product is O=C1[C@H](CN(C2=C(N1CC(=O)N[C@@H]1C(OC(C1)=O)OCC1=CC=CC=C1)C=CC=C2)C(COC)=O)NC(C2=CC(=C(C(=C2)C)O)C)=O ((3S)-2-Oxo-3-(3,5-dimethyl-4-hydroxybenzoyl)amino-5-methoxyacetyl-N-[(2RS,3S)-benzyloxy-5-oxo-tetrahydrofuran-3-yl]-2,3,4,5-tetrahydro-1H-1,5-benzodiazepine-1-acetamide). As a reaction SMILES: [O:1]=[C:2]1[N:8]([CH2:9]C(O)=O)[C:7]2[CH:13]=[CH:14][CH:15]=[CH:16][C:6]=2[N:5]([C:17](=[O:21])[CH2:18][O:19][CH3:20])[CH2:4][C@@H:3]1[NH:22][C:23](=[O:33])[C:24]1[CH:29]=[C:28]([CH3:30])[C:27]([OH:31])=[C:26]([CH3:32])[CH:25]=1.O=C1N(C[C:43]([NH:45][C@H:46]2[CH2:50][C:49](=[O:51])[O:48][CH:47]2[O:52][CH2:53][C:54]2[CH:59]=[CH:58][CH:57]=[CH:56][CH:55]=2)=[O:44])C2C=CC=CC=2N(C(=O)COC)C[C@@H]1NC(=O)C1C=C(Cl)C(O)=C(Cl)C=1.O=C1N(CC(O)=O)C2C=CC=CC=2N(C(=O)COC)C[C@@H]1NC(=O)C1C=C(Cl)C(O)=C(Cl)C=1>>[O:1]=[C:2]1[N:8]([CH2:9][C:43]([NH:45][C@H:46]2[CH2:50][C:49](=[O:51])[O:48][CH:47]2[O:52][CH2:53][C:54]2[CH:59]=[CH:58][CH:57]=[CH:56][CH:55]=2)=[O:44])[C:7]2[CH:13]=[CH:14][CH:15]=[CH:16][C:6]=2[N:5]([C:17](=[O:21])[CH2:18][O:19][CH3:20])[CH2:4][C@@H:3]1[NH:22][C:23](=[O:33])[C:24]1[CH:25]=[C:26]([CH3:32])[C:27]([OH:31])=[C:28]([CH3:30])[CH:29]=1. Procedure details: was synthesized from 687b by the method used to prepare 688a from 687a to afford 960 mg of 688b as an off-white solid, 1H NMR (CD3OD) δ2.6(dd, 1H), 2.7(dd, 1H), 3.0(dd, 1H), 3.2(s, 3H), 3.7(m, 3H), 3.9(m, 2H), 4.4-4.5(m, 2H), 4.6(m, 3H), 5.35(s, 1H), 5.55(d, 1H), 7.25(m, 2H), 7.4-7.5 (m, 4H). The reactants are C1CCC2(C1)C3CN(CC2CN(C3)CC4CC4)CC5CC5 (tedisamil), C(C=1C(O)=CC=CC1)(=O)O (salicylic acid). Solvent: C(C)OCC (diethyl ether), C(C)OCC (diethyl ether). Conditions: time 30 minute. Yields the product C1CCC2(C1)C3CN(CC2CN(C3)CC4CC4)CC5CC5.C(C=1C(O)=CC=CC1)(=O)[O-] (tedisamil salicylate). Isolated yield 92.1%. Reaction SMILES: [CH2:1]1[CH2:5][C:4]2([CH:10]3[CH2:11][N:12]([CH2:14][CH:15]4[CH2:17][CH2:16]4)[CH2:13][CH:6]2[CH2:7][N:8]([CH2:18][CH:19]2[CH2:21][CH2:20]2)[CH2:9]3)[CH2:3][CH2:2]1.[C:22]([OH:31])(=[O:30])[C:23]1[C:24](=[CH:26][CH:27]=[CH:28][CH:29]=1)[OH:25]>C(OCC)C>[CH2:1]1[CH2:5][C:4]2([CH:10]3[CH2:11][N:12]([CH2:14][CH:15]4[CH2:17][CH2:16]4)[CH2:13][CH:6]2[CH2:7][N:8]([CH2:18][CH:19]2[CH2:21][CH2:20]2)[CH2:9]3)[CH2:3][CH2:2]1.[C:22]([O-:31])(=[O:30])[C:23]1[C:24](=[CH:26][CH:27]=[CH:28][CH:29]=1)[OH:25] |f:3.4|. Reported procedure: 10.7 g (=0.037 mole) of tedisamil were dissolved in 50 ml of diethyl ether. A solution of 5.12 g (=0.037 mole) of salicylic acid in 50 ml of diethyl ether was added to the solution. The reaction mixture was stirred for 30 minutes. The resulting precipitate was separated from the mother liquor by suction filtration, and dried in a vacuum drying oven at 60° C. 14.5 g of tedisamil salicylate were obtained. DSC gave a melting range of 140.9 to 142.2° C. The base:acid ratio determined by titration wa... The reactants are CCOC(=O)CBr, CC(C)=O, CCOC(C)=O, Cl, O=C(NCc1cccc([N+](=O)[O-])c1)c1ccc(F)cc1O, [K+], [K+], O=C([O-])[O-]. The product is CCOC(=O)COc1cc(F)ccc1C(=O)NCc1cccc([N+](=O)[O-])c1. Reaction SMILES: [Br:28][CH2:29][C:30](=[O:31])[O:32][CH2:33][CH3:34].[CH3:36][C:37](=[O:38])[CH3:39].[CH3:40][CH2:41][O:42][C:43](=[O:44])[CH3:45].[ClH:35].[F:1][c:2]1[cH:3][c:4]([OH:21])[c:5]([C:6](=[O:7])[NH:8][CH2:9][c:10]2[cH:11][c:12]([N+:16](=[O:17])[O-:18])[cH:13][cH:14][cH:15]2)[cH:19][cH:20]1.[K+:22].[K+:23].[O-:24][C:25]([O-:26])=[O:27]>>[F:1][c:2]1[cH:3][c:4]([O:21][CH2:29][C:30](=[O:31])[O:32][CH2:33][CH3:34])[c:5]([C:6](=[O:7])[NH:8][CH2:9][c:10]2[cH:11][c:12]([N+:16](=[O:17])[O-:18])[cH:13][cH:14][cH:15]2)[cH:19][cH:20]1. The reactants are C(C1=CC=CC=C1)(C1=CC=CC=C1)=NC1=NC=CC=C1F (benzhydrylidene(3-fluoropyridin-2-yl)amine), C(C)OC(CBr)OCC (2-bromoacetaldehyde diethyl acetal), Br (hydrobromic acid), O (water), NaHCO8. Solvent: C(C)(C)O (isopropanol). Reaction conditions: temperature 90 celsius. The product is FC=1C=2N(C=CC1)C=CN2 (8-fluoroimidazo[1,2-α]pyridine). Reaction SMILES: [C:1](=[N:14][C:15]1[C:20]([F:21])=[CH:19][CH:18]=[CH:17][N:16]=1)([C:8]1C=CC=CC=1)C1C=CC=CC=1.C(OC(OCC)CBr)C.Br.O>C(O)(C)C>[F:21][C:20]1[C:15]2[N:16]([CH:8]=[CH:1][N:14]=2)[CH:17]=[CH:18][CH:19]=1. Procedure: A mixture of crude benzhydrylidene(3-fluoropyridin-2-yl)amine (49.4 g), 2-bromoacetaldehyde diethyl acetal (56 ml, 0.37 mol), 48% hydrobromic acid (20 ml) and water (20 ml) were heated to 90° C. for 20 min. On cooling, the mixture was diluted with isopropanol (450 ml), NaHCO8 (68 g) was added cautiously, and the mixture filtered. The residue was washed with further isopropanol (450 ml) and the combined organics were stirred and heated to 50° C. for 18 h. On cooling, the solution was concentrated... Reactants: O[C@H]1CO[C@H]2[C@@H]1N(C[C@H]2CC)C(=O)OCC2=CC=CC=C2 ((3R,3aR,6R,6aR)-Benzyl 3-hydroxy-6-ethyltetrahydro-2H-furo[3,2-b]pyrrole-4(5H)-carboxylate), [H][H] (hydrogen). The reagents and catalysts are [Pd] (palladium on charcoal). Solvent: CO (Methanol). Conditions: time 75 minute. Yields the product C(C)[C@H]1[C@@H]2[C@H](NC1)[C@H](CO2)O ((3R,3aR,6R,6aR)-6-ethylhexahydro-2H-furo[3,2-b]pyrrol-3-ol). Reaction SMILES: [OH:1][C@@H:2]1[C@H:6]2[N:7](C(OCC3C=CC=CC=3)=O)[CH2:8][C@@H:9]([CH2:10][CH3:11])[C@H:5]2[O:4][CH2:3]1.[H][H]>[Pd].CO>[CH2:10]([C@@H:9]1[CH2:8][NH:7][C@@H:6]2[C@@H:2]([OH:1])[CH2:3][O:4][C@H:5]12)[CH3:11]. Procedure details: Methanol (2.0 mL) was added dropwise to a mixture of 10% palladium on charcoal (10 mg) and alcohol (113) (105 mg, 0.36 mmol) under an atmosphere of argon. The argon was replaced by hydrogen then the suspension was stirred for 75 mins before filtering the mixture through celite in vacuo. The filter cake was washed with ethanol (3×10 mL) then the solvents removed in vacuo from the filtrate. The residue was azeotroped with toluene (2×3 mL) to obtain free base which was used without further purifica... Reactants: O=C1CCN(Cc2ccccc2)CC1, CC(=O)O, [N-]=[N+]=[N-], [Na+], [Na+], [OH-], O=S(=O)(O)O. Yields the product O=C1CCN(Cc2ccccc2)CCN1. As a reaction SMILES: [CH2:6]([c:7]1[cH:8][cH:9][cH:10][cH:11][cH:12]1)[N:13]1[CH2:14][CH2:15][C:16](=[O:19])[CH2:17][CH2:18]1.[CH3:26][C:27](=[O:28])[OH:29].[N-:21]=[N+:22]=[N-:23].[Na+:20].[Na+:25].[OH-:24].[S:1](=[O:2])(=[O:3])([OH:4])[OH:5]>>[CH2:6]([c:7]1[cH:8][cH:9][cH:10][cH:11][cH:12]1)[N:13]1[CH2:14][CH2:15][NH:21][C:16](=[O:19])[CH2:17][CH2:18]1.